Dataset: the Open Reaction Database (ORD), a public repository of structured organic reaction records. Task: describe an organic reaction: reactants, conditions, products, and yield Starting materials: OCCN1CC(C(CC1)NS(=O)(=O)C1=CC=C(C=C1)OCC1=CC(=NC2=CC=CC=C12)C)C(=O)O (1-(2-hydroxy-ethyl)-4-[4-(2-methyl-quinolin-4-ylmethoxy)-benzenesulfonylamino]-piperidine-3-carboxylic acid), NO (hydroxylamine), cis- and trans-1-(2-hydroxy-ethyl)-4-[4-(2-methyl-quinolin-4-ylmethoxy)-benzenesulfonylamino]-piperidine-3-carboxylic acid hydroxyamide. Product: ONC(=O)C1CN(CCC1NS(=O)(=O)C1=CC=C(C=C1)OCC1=CC(=NC2=CC=CC=C12)C)CCO (1-(2-Hydroxy-ethyl)-4-[4-(2-methyl-quinolin-4-ylmethoxy)-benzenesulfonylamino]-piperidine-3-carboxylic acid hydroxyamide). Reaction SMILES: [OH:1][CH2:2][CH2:3][N:4]1[CH2:9][CH2:8][CH:7]([NH:10][S:11]([C:14]2[CH:19]=[CH:18][C:17]([O:20][CH2:21][C:22]3[C:31]4[C:26](=[CH:27][CH:28]=[CH:29][CH:30]=4)[N:25]=[C:24]([CH3:32])[CH:23]=3)=[CH:16][CH:15]=2)(=[O:13])=[O:12])[CH:6]([C:33]([OH:35])=O)[CH2:5]1.[NH2:36][OH:37]>>[OH:37][NH:36][C:33]([CH:6]1[CH:7]([NH:10][S:11]([C:14]2[CH:15]=[CH:16][C:17]([O:20][CH2:21][C:22]3[C:31]4[C:26](=[CH:27][CH:28]=[CH:29][CH:30]=4)[N:25]=[C:24]([CH3:32])[CH:23]=3)=[CH:18][CH:19]=2)(=[O:12])=[O:13])[CH2:8][CH2:9][N:4]([CH2:3][CH2:2][OH:1])[CH2:5]1)=[O:35]. Procedure: According to the procedure of Example 24, Step 3, 0.4 g (0.8 mmol) of 1-(2-hydroxy-ethyl)-4-[4-(2-methyl-quinolin-4-ylmethoxy)-benzenesulfonylamino]-piperidine-3-carboxylic acid and hydroxylamine afforded a ˜2:1 mixture of cis- and trans-1-(2-hydroxy-ethyl)-4-[4-(2-methyl-quinolin-4-ylmethoxy)-benzenesulfonylamino]-piperidine-3-carboxylic acid hydroxyamide as an amorphous white solid (0.040 g, 9.7%) after purification using reverse phase HPLC (Gilson) on a Phenomex C-18 semi-prep column eluting ... The reactants are ice, O[C@H](C)[C@@H]1[C@@H]2N([C@H](C(C2)=O)C(=O)OCC2=CC=C(C=C2)[N+](=O)[O-])C1=O (4-nitrobenzyl (3R,5R,6S)-6-((1R)-1-hydroxyethyl)-2-oxo-1-carbapenam-3-carboxylate), FC(S(=O)(=O)O)(F)F (trifluoro-methanesulfonic acid), O1C(=CC=C1)P(C=1OC=CC1)C=1OC=CC1 (tri-2-furylphosphine), C(CCC)[Sn](C=1N2C(SC1)=CN=C2)(CCCC)CCCC (3-(tri-n-butylstannyl)imidazo[5,1-b]thiazole), C(C)(C)N(C(C)C)CC (N,N-diisopropylethylamine). The reagents and catalysts are [Cl-].[Zn+2].[Cl-] (zinc chloride), C=1C=CC(=CC1)/C=C/C(=O)/C=C/C2=CC=CC=C2.C=1C=CC(=CC1)/C=C/C(=O)/C=C/C2=CC=CC=C2.C=1C=CC(=CC1)/C=C/C(=O)/C=C/C2=CC=CC=C2.[Pd].[Pd] (tris(dibenzylideneacetone)dipalladium). The solvent is C(C)#N (acetonitrile), C(C)(=O)OCC (ethyl acetate), CN1C(CCC1)=O (N-methyl-pyrrolidinone), CN1C(CCC1)=O (N-methylpyrrolidinone), C(C)(=O)OCC (ethyl acetate), C(O)([O-])=O.[Na+] (sodium hydrogen carbonate). Reaction conditions: time 30 minute. The product is O[C@H](C)[C@@H]1[C@@H]2N(C(=C(C2)C=2N3C(SC2)=CN=C3)C(=O)OCC3=CC=C(C=C3)[N+](=O)[O-])C1=O (4-nitrobenzyl (5R,6S)-6-((1R)-1-hydroxyethyl)-2-(imidazo[5,1-b]thiazol-3-yl)-1-carbapen-2-em-3-carboxylate). Yield: 47.1%. RXN SMILES: [OH:1][C@@H:2]([C@H:4]1[C:24](=[O:25])[N:6]2[C@@H:7]([C:11]([O:13][CH2:14][C:15]3[CH:20]=[CH:19][C:18]([N+:21]([O-:23])=[O:22])=[CH:17][CH:16]=3)=[O:12])[C:8](=O)[CH2:9][C@H:5]12)[CH3:3].C(N(CC)C(C)C)(C)C.FC(F)(F)S(O)(=O)=O.O1C=CC=C1P(C1OC=CC=1)C1OC=CC=1.C([Sn](CCCC)(CCCC)[C:64]1[N:65]2[CH:71]=[N:70][CH:69]=[C:66]2[S:67][CH:68]=1)CCC>C(#N)C.C(OCC)(=O)C.CN1CCCC1=O.C(=O)([O-])O.[Na+].[Cl-].[Zn+2].[Cl-].C1C=CC(/C=C/C(/C=C/C2C=CC=CC=2)=O)=CC=1.C1C=CC(/C=C/C(/C=C/C2C=CC=CC=2)=O)=CC=1.C1C=CC(/C=C/C(/C=C/C2C=CC=CC=2)=O)=CC=1.[Pd].[Pd]>[OH:1][C@@H:2]([C@H:4]1[C:24](=[O:25])[N:6]2[C:7]([C:11]([O:13][CH2:14][C:15]3[CH:16]=[CH:17][C:18]([N+:21]([O-:23])=[O:22])=[CH:19][CH:20]=3)=[O:12])=[C:8]([C:64]3[N:65]4[CH:71]=[N:70][CH:69]=[C:66]4[S:67][CH:68]=3)[CH2:9][C@H:5]12)[CH3:3] |f:8.9,10.11.12,13.14.15.16.17|. Procedure details: To an ice-cooled solution of 493 mg of 4-nitrobenzyl (3R,5R,6S)-6-((1R)-1-hydroxyethyl)-2-oxo-1-carbapenam-3-carboxylate in 13 ml of dry acetonitrile 13 ml was added dropwise 0.619 ml of N,N-diisopropylethylamine, followed by 0.235 ml of anhydrous trifluoro-methanesulfonic acid under the atmosphere of argon. After the reaction mixture was stirred at the same temperature for 30 minutes, it was diluted with ethyl acetate, and washed with semi-saturated aqueous saline, a mixed solution of semi-satu... Reactants: C(C)OC(=O)C1=CC=C(C2=CC(=CC=C12)C1=CC=C(C=C1)OCCC(CCCC(C)C)C)C(=O)OCC (6-(4-(3,7-dimethyloctyloxy)phenyl)naphthalene-1,4-dicarboxylic-acid diethyl ester), CC1=C(C=C(C2=CC=CC=C12)C)Br (1,4-dimethyl-2-bromonaphthalene). The product is CC1=C(C=C(C2=CC=CC=C12)C)C1=CC=C(C=C1)OCCC(CCCC(C)C)C (1,4-dimethyl-2-(4-(3,7-dimethyloctyloxy)phenyl)naphthalene). Reaction SMILES: C(OC(C1C2C(=CC([C:16]3[CH:21]=[CH:20][C:19]([O:22][CH2:23][CH2:24][CH:25]([CH3:32])[CH2:26][CH2:27][CH2:28][CH:29]([CH3:31])[CH3:30])=[CH:18][CH:17]=3)=CC=2)C(C(OCC)=O)=CC=1)=O)C.[CH3:38][C:39]1[C:48]2[C:43](=[CH:44][CH:45]=[CH:46][CH:47]=2)[C:42]([CH3:49])=[CH:41][C:40]=1Br>>[CH3:38][C:39]1[C:48]2[C:43](=[CH:44][CH:45]=[CH:46][CH:47]=2)[C:42]([CH3:49])=[CH:41][C:40]=1[C:16]1[CH:21]=[CH:20][C:19]([O:22][CH2:23][CH2:24][CH:25]([CH3:32])[CH2:26][CH2:27][CH2:28][CH:29]([CH3:31])[CH3:30])=[CH:18][CH:17]=1. Procedure details: 1,4-dimethyl-2-(4-(3,7-dimethyloctyloxy)phenyl)naphthalene was prepared in accordance with the case of 6-(4-(3,7-dimethyloctyloxy)phenyl)naphthalene-1,4-dicarboxylic-acid diethyl ester described above, but using 1,4-dimethyl-2-bromonaphthalene, as a raw material, which was obtained by brominating 1,4-dimethylnaphtalene with Br2. 1,4-dimethyl-2-(4-(3,7-dimethyloctyloxy)phenyl)naphthalene was dissolved in carbon tetrachloride, and reacted to NBS to obtain 1,4-bis(bromomethyl)-2-{4-(3,7-dimethyloct... Reactants: C1CCCC2CCCCC12 (decalin), FC(C(=O)O)(F)F (trifluoroacetic acid), alcohol, C(C)(C)OC(C)C (isopropyl ether), O (water), Cl (hydrochloric acid), C(C)(=O)OC(C)=O (acetic anhydride). The solvent is C(Cl)(Cl)Cl (chloroform), ClCCl (dichloromethane), C=1(C(=CC=CC1)C)C (xylene), C=1(C(=CC=CC1)C)C (xylene), C1(=CC=CC=C1)C (toluene), CN(C=O)C (dimethylformamide), CC(=O)C (acetone), C1(=CC=CC=C1)C (toluene), CCOCC (ether), C1=CC=CC=C1 (benzene). Product: C(C(O)C)(=O)O.C(CO)(=O)O (lactic acid glycolic acid). RXN SMILES: [CH2:1]1C2C(CCCC2)CCC1.Cl.[C:12]([O:15]C(=O)C)(=[O:14])[CH3:13].F[C:20](F)(F)[C:21]([OH:23])=[O:22].C([O:29]C(C)C)(C)C.[OH2:33]>CCOCC.C(Cl)(Cl)Cl.ClCCl.CC(C)=O.C1(C)C(C)=CC=CC=1.C1(C)C=CC=CC=1.CN(C)C=O.C1C=CC=CC=1>[C:12]([OH:15])(=[O:14])[CH:13]([CH3:1])[OH:33].[C:21]([OH:23])(=[O:22])[CH2:20][OH:29] |f:14.15|. Reported procedure: “Polymerization method” may be a bulk polymerization in which a reactant is used as being melted or a solution polymerization in which a reactant is employed as being dissolved in a suitable solvent (for example, benzene, toluene, xylene, decalin, and dimethylformamide). A preferred solvent is toluene, xylene and the like. While the polymerization temperature is not limited particularly, a bulk polymerization may employ a temperature capable of melting a reactant at the initiation of the reactio... Reactants: C1(=CC=CC=C1)C(C)(C#C)O (2-phenyl-3-butyn-2-ol), BrC=1C=CC(=[N+](C1)[O-])C(C)(C)O (5-bromo-2-(1-hydroxy-1-methylethyl)pyridine-N-oxide), C(C)(C)NC(=O)C1=CN(C2=NC=CC=C2C1=O)C1=CC(=CC=C1)Br (N-isopropyl-1-(3-bromophenyl)-1,4-dihydro[1,8]naphthyridin-4-one-3-carboxamide). Product: C1(CC1)NC(=O)C1=CN(C2=NC=CC=C2C1=O)C1=CC(=CC=C1)C#CC=1C=[N+](C(=CC1)C(C)(C)O)[O-] (N-cyclopropyl-1-{3-[6-(1-hydroxy-1-methylethyl)-1-oxido-3-pyridinylethynyl]phenyl}-1,4-dihydro[1,8]naphthyridin-4-one-3-carboxamide). As a reaction SMILES: [C:1]1([C:7](O)([C:9]#[CH:10])C)[CH:6]=[CH:5][CH:4]=[CH:3][CH:2]=1.BrC1[CH:14]=[CH:15][C:16]([C:20]([OH:23])([CH3:22])[CH3:21])=[N+:17]([O-:19])[CH:18]=1.[CH:24]([NH:27][C:28]([C:30]1[C:39](=[O:40])[C:38]2[C:33](=[N:34][CH:35]=[CH:36][CH:37]=2)[N:32](C2C=CC=C(Br)C=2)[CH:31]=1)=[O:29])([CH3:26])[CH3:25]>>[CH:24]1([NH:27][C:28]([C:30]2[C:39](=[O:40])[C:38]3[C:33](=[N:34][CH:35]=[CH:36][CH:37]=3)[N:32]([C:5]3[CH:4]=[CH:3][CH:2]=[C:1]([C:7]#[C:9][C:10]4[CH:18]=[N+:17]([O-:19])[C:16]([C:20]([OH:23])([CH3:22])[CH3:21])=[CH:15][CH:14]=4)[CH:6]=3)[CH:31]=2)=[O:29])[CH2:25][CH2:26]1. Procedure: Following the procedure of EXAMPLE 15, but substituting N-cyclopropyl-1-(3-ethynylphenyl)-1,4-dihydro[1,8]naphthyridin-4-one-3-carboxamide from EXAMPLE 6 for 2-phenyl-3-butyn-2-ol and 5-bromo-2-(1-hydroxy-1-methylethyl)pyridine-N-oxide from present Step 1 for N-isopropyl-1-(3-bromophenyl)-1,4-dihydro[1,8]naphthyridin-4-one-3-carboxamide, the N-cyclopropyl-1-{3-[6-(1-hydroxy-1-methylethyl)-1-oxido-3-pyridinylethynyl]phenyl}-1,4-dihydro[1,8]naphthyridin-4-one-3-carboxamide compound was obtained as... The reactants are C1(=CC=CC=C1)C1OC2=CC=C(C=C2C(C1)O)O (2-phenylchroman-4,6-diol), FC1=C(C=CC(=C1)F)C1OC2=CC=C(C=C2C(C1)=O)O (2-(2,4-difluorophenyl)-6-hydroxychroman-4-one). Product: FC1=C(C=CC(=C1)F)C1OC2=CC=C(C=C2C(C1)O)O (2-(2,4-Difluorophenyl)chroman-4,6-diol). RXN SMILES: C1(C2CC(O)C3C(=CC=C(O)C=3)O2)C=CC=CC=1.[F:19][C:20]1[CH:25]=[C:24]([F:26])[CH:23]=[CH:22][C:21]=1[CH:27]1[CH2:36][C:35](=[O:37])[C:34]2[C:29](=[CH:30][CH:31]=[C:32]([OH:38])[CH:33]=2)[O:28]1>>[F:19][C:20]1[CH:25]=[C:24]([F:26])[CH:23]=[CH:22][C:21]=1[CH:27]1[CH2:36][CH:35]([OH:37])[C:34]2[C:29](=[CH:30][CH:31]=[C:32]([OH:38])[CH:33]=2)[O:28]1. Procedure: 2-(2,4-Difluorophenyl)chroman-4,6-diol was prepared as described for 2-phenylchroman-4,6-diol in Example 8(a) starting from 1,47 g of 2-(2,4-difluorophenyl)-6-hydroxychroman-4-one. 1H NMR (400 MHz, d6-DMSO) δ: 8.86 (s, 1H), 7.61 (m, 1H), 7.28 (m, 1H), 7.14 (m, 1H), 6.88 (d, 1H, J 2.7 Hz), 6.59 (d, 1H, J 8.9 Hz), 6.54 (dd, 1H, J 8.9, 2.7 Hz), 5.46 (s, 1H), 5.32 (dd, 1H, J 11.9, 1.4 Hz), 4.88 (m, 1H), 2.24 (m, 1H), 1.99 (m, 1H).